Dataset: the Open Reaction Database (ORD), a public repository of structured organic reaction records. Task: describe an organic reaction: reactants, conditions, products, and yield Starting materials: C, Cc1oc(-c2ccccc2)nc1COc1ccc(OCc2ccccc2)cc1, C1CCOC1, [Pd]. Product: Cc1oc(-c2ccccc2)nc1COc1ccc(O)cc1. As a reaction SMILES: [C:29].[CH2:1]([c:2]1[cH:3][cH:4][cH:5][cH:6][cH:7]1)[O:8][c:9]1[cH:10][cH:11][c:12]([O:13][CH2:14][c:15]2[n:16][c:17](-[c:21]3[cH:22][cH:23][cH:24][cH:25][cH:26]3)[o:18][c:19]2[CH3:20])[cH:27][cH:28]1.[O:31]1[CH2:32][CH2:33][CH2:34][CH2:35]1.[Pd:30]>>[OH:8][c:9]1[cH:10][cH:11][c:12]([O:13][CH2:14][c:15]2[n:16][c:17](-[c:21]3[cH:22][cH:23][cH:24][cH:25][cH:26]3)[o:18][c:19]2[CH3:20])[cH:27][cH:28]1. Reactants: chlorine dioxide, S(O)(O)(=O)=O (sulfuric acid), Cl(=O)(=O)[O-].[Na+] (sodium chlorate). Product: Cl(=O)(=O)O (chloric acid), S(=O)(=O)([O-])[O-].[Na+].[Na+] (sodium sulfate). RXN SMILES: Cl(=O)=O.[S:4](=[O:8])(=[O:7])([OH:6])[OH:5].[Cl:9]([O-:12])(=[O:11])=[O:10].[Na+:13]>>[Cl:9]([OH:12])(=[O:11])=[O:10].[S:4]([O-:8])([O-:7])(=[O:6])=[O:5].[Na+:13].[Na+:13] |f:2.3,5.6.7|. Procedure details: The production of chlorine dioxide at pulp mills involves two main steps. In a first step, sulfuric acid reacts with sodium chlorate to produce chloric acid and sodium sulfate by-product (Reaction 1). In a second step, the chloric acid is reduced to chlorine dioxide by reacting with a reducing agent such as methanol, sulphur dioxide, chloride or hydrogen peroxide (Reaction 2).